From a dataset of the Open Reaction Database (ORD), a public repository of structured organic reaction records. describe an organic reaction: reactants, conditions, products, and yield The reactants are C(C)(=O)N[C@H]1C(OCC=C)O[C@@H]([C@H]([C@@]1(O)CC1=CC=CC=C1)OCC1=CC=CC=C1)COC(CCCCCCC)=O (allyl 2-acetamido-2-deoxy-6—O-octanoyl-3,4—O-dibenzyl-glucopyranoside), N1(NCCCCCC1)C1CCCCCCC1 (diazabicyclooctane), tris triphenylphosphine rhodium chloride, CO (methanol). Conditions: time 60 minute. Yields the product C(C=C)C1(O)[C@@H]([C@@](O)([C@H](OCC2=CC=CC=C2)[C@H](O1)COC(CCCCCCC)=O)CC1=CC=CC=C1)NC(C)=O (allyl 2-acetamido-2-deoxy-6—O-octanoyl-3,4—O-dibenzyl-glucopyranose). As a reaction SMILES: [C:1]([NH:4][C@@H:5]1[C@@:14]([CH2:16][C:17]2[CH:22]=[CH:21][CH:20]=[CH:19][CH:18]=2)([OH:15])[C@H:13]([O:23][CH2:24][C:25]2[CH:30]=[CH:29][CH:28]=[CH:27][CH:26]=2)[C@@H:12]([CH2:31][O:32][C:33](=[O:41])[CH2:34][CH2:35][CH2:36][CH2:37][CH2:38][CH2:39][CH3:40])[O:11]C1OCC=C)(=[O:3])[CH3:2].N1(C2CCCCCCC2)CCC[CH2:46][CH2:45][CH2:44]N1.[CH3:58][OH:59]>>[CH2:46]([C:58]1([O:11][C@H:12]([CH2:31][O:32][C:33](=[O:41])[CH2:34][CH2:35][CH2:36][CH2:37][CH2:38][CH2:39][CH3:40])[C@@H:13]([O:23][CH2:24][C:25]2[CH:30]=[CH:29][CH:28]=[CH:27][CH:26]=2)[C@:14]([CH2:16][C:17]2[CH:18]=[CH:19][CH:20]=[CH:21][CH:22]=2)([OH:15])[C@H:5]1[NH:4][C:1](=[O:3])[CH3:2])[OH:59])[CH:45]=[CH2:44]. Reported procedure: 8 g of (f), 1.2 g of diazabicyclooctane (DABCO) and 3 g of tris triphenylphosphine rhodium chloride (Rh(PPh3)3Cl) in 400 ml of an aqueous methanol solution (90% v/v) were heated under reflux for 4 hours. After filtering through paper and concentrating, it was taken up in 250 ml of chloroform, washed with 5% (m/v) citric acid then with water. After drying and evaporating off the solvents, the crude mixture was taken up in 150 ml of an aqueous acetone solution (90%, m/v). 3 g of HgCl2 was added an...